Dataset: the Open Reaction Database (ORD), a public repository of structured organic reaction records. Task: describe an organic reaction: reactants, conditions, products, and yield Procedure details: 17.84 g of the product of Step A in solution in 100 ml of methylene chloride were added to 16.4 g of 1,5-diamino-pentane in solution in 85 ml of methylene chloride and after stirring for 3 hours and concentration to dryness, the residue was chromatographed (eluant: methanol-ammonia 99-1) to obtain 10.5 g of the expected product. The solvent is C(Cl)Cl (methylene chloride), C(Cl)Cl (methylene chloride). Reactants: C(C1=CC=CC=C1)OC(=O)N1C(SCC1)=S (3-benzyloxycarbonyl-1,3-thiazolidine-2-thione), NCCCCCN (1,5-diamino-pentane). Run at time 3 hour. RXN SMILES: [CH2:1]([O:8][C:9]([N:11]1[CH2:15][CH2:14]SC1=S)=[O:10])[C:2]1[CH:7]=[CH:6][CH:5]=[CH:4][CH:3]=1.[NH2:17][CH2:18][CH2:19][CH2:20]CCN>C(Cl)Cl>[CH2:1]([O:8][C:9]([NH:11][CH2:15][CH2:14][CH2:20][CH2:19][CH2:18][NH2:17])=[O:10])[C:2]1[CH:3]=[CH:4][CH:5]=[CH:6][CH:7]=1. Product: C(C1=CC=CC=C1)OC(=O)NCCCCCN (N-benzyloxycarbonyl-1,5-diamino-pentane). The yield is 63.1%.